Dataset: the Open Reaction Database (ORD), a public repository of structured organic reaction records. Task: describe an organic reaction: reactants, conditions, products, and yield Reactants: CC(C)(C)OC(=O)N(c1ccc(C=CC(=O)O)cn1)C1CCN(CC2CCCC2)C1, CCN=C=NCCCN(C)C, NOC1CCCCO1, CN(C)C=O, On1nnc2ccccc21. Product: CC(C)(C)OC(=O)N(c1ccc(C=CC(=O)NOC2CCCCO2)cn1)C1CCN(CC2CCCC2)C1. Reaction SMILES: [C:1]([CH3:2])([CH3:3])([CH3:4])[O:5][C:6](=[O:7])[N:8]([c:9]1[cH:10][cH:11][c:12]([CH:15]=[CH:16][C:17](=[O:18])[OH:19])[cH:13][n:14]1)[CH:20]1[CH2:21][N:22]([CH2:25][CH:26]2[CH2:27][CH2:28][CH2:29][CH2:30]2)[CH2:23][CH2:24]1.[CH3:49][CH2:50][N:51]=[C:52]=[N:53][CH2:54][CH2:55][CH2:56][N:57]([CH3:58])[CH3:59].[O:31]1[CH:32]([O:37][NH2:38])[CH2:33][CH2:34][CH2:35][CH2:36]1.[O:60]=[CH:61][N:62]([CH3:63])[CH3:64].[OH:39][n:40]1[c:41]2[c:42]([cH:43][cH:44][cH:45][cH:46]2)[n:47][n:48]1>>[C:1]([CH3:2])([CH3:3])([CH3:4])[O:5][C:6](=[O:7])[N:8]([c:9]1[cH:10][cH:11][c:12]([CH:15]=[CH:16][C:17](=[O:18])[NH:38][O:37][CH:32]2[O:31][CH2:36][CH2:35][CH2:34][CH2:33]2)[cH:13][n:14]1)[CH:20]1[CH2:21][N:22]([CH2:25][CH:26]2[CH2:27][CH2:28][CH2:29][CH2:30]2)[CH2:23][CH2:24]1. Starting materials: Cl, C1COCCO1, CC(C)c1csc(COc2ccn3c(=O)c(C=CC(=O)OC(C)(C)C)c(N4CCCC(O)C4)nc3c2)n1. Product: CC(C)c1csc(COc2ccn3c(=O)c(C=CC(=O)O)c(N4CCCC(O)C4)nc3c2)n1. RXN SMILES: [ClH:38].[O:39]1[CH2:40][CH2:41][O:42][CH2:43][CH2:44]1.[OH:1][CH:2]1[CH2:3][N:4]([c:8]2[n:9][c:10]3[n:11]([c:12](=[O:23])[c:13]2[CH:14]=[CH:15][C:16](=[O:17])[O:18][C:19]([CH3:20])([CH3:21])[CH3:22])[cH:24][cH:25][c:26]([O:28][CH2:29][c:30]2[s:31][cH:32][c:33]([CH:35]([CH3:36])[CH3:37])[n:34]2)[cH:27]3)[CH2:5][CH2:6][CH2:7]1>>[OH:1][CH:2]1[CH2:3][N:4]([c:8]2[n:9][c:10]3[n:11]([c:12](=[O:23])[c:13]2[CH:14]=[CH:15][C:16](=[O:17])[OH:18])[cH:24][cH:25][c:26]([O:28][CH2:29][c:30]2[s:31][cH:32][c:33]([CH:35]([CH3:36])[CH3:37])[n:34]2)[cH:27]3)[CH2:5][CH2:6][CH2:7]1. Reactants: CC(C#C)(C)NC(C1=CC(=CC(=C1)C)C)=O (N-(3-methylbutyn-3-yl)-3,5-dimethylbenzamide), [OH-].[Na+] (sodium hydroxide). The reagents and catalysts are CCCCCCCC[N+](C)(CCCCCCCC)CCCCCCCC.[Cl-] (Aliquat® 336). Solvent: C1(=CC=CC=C1)C (toluene). Product: CC=1C=C(C=C(C1)C)C=1OC(C(N1)(C)C)=C (2-(3,5-dimethylphenyl)-4,4-dimethyl-5-methyleneoxazoline). The yield is 97.7%. Reaction SMILES: [CH3:1][C:2]([NH:6][C:7](=[O:16])[C:8]1[CH:13]=[C:12]([CH3:14])[CH:11]=[C:10]([CH3:15])[CH:9]=1)([CH3:5])[C:3]#[CH:4].[OH-].[Na+]>CCCCCCCC[N+](CCCCCCCC)(CCCCCCCC)C.[Cl-].C1(C)C=CC=CC=1>[CH3:15][C:10]1[CH:9]=[C:8]([C:7]2[O:16][C:3](=[CH2:4])[C:2]([CH3:1])([CH3:5])[N:6]=2)[CH:13]=[C:12]([CH3:14])[CH:11]=1 |f:1.2,3.4|. Reported procedure: To a round bottom flask equipped with a magnetic stir bar, heating mantle, and reflux condenser was added N-(3-methylbutyn-3-yl)-3,5-dimethylbenzamide (25.00 g, 116.1 mmol), 200 mL of toluene, 50 mL of 0.5N aqueous sodium hydroxide, and 1.74 g (4.31 mmol, 3.7 mol %) of Aliquat® 336. The resulting mixture was heated at reflux for 1.5 h. After cooling, the mixture was transferred to a separatory funnel. The lower aqueous layer was discarded. The organic solution was washed with brine, dried over M...